Dataset: the Open Reaction Database (ORD), a public repository of structured organic reaction records. Task: describe an organic reaction: reactants, conditions, products, and yield The reactants are Cl.N1CC(C1)C1=CC2=C(C3=NC(=CN3CCO2)C=2N(N=CN2)C(C)C)C=C1 (8-Azetidin-3-yl-2-(2-isopropyl-2H-[1,2,4]triazol-3-yl)-4,5-dihydro-6-oxa-1,3a-diaza-benzo[e]azulene hydrochloride), CO (MeOH), ClCC(=O)NC(C)C (2-chloro-N-isopropyl acetamide), crude product. Run in O (H2O). Yields the product C(C)(C)NC(CN1CC(C1)C1=CC2=C(C=3N(CCO2)C=C(N3)C3=NC=NN3C(C)C)C=C1)=O (N-isopropyl-2-(3-(2-(1-isopropyl-1H-1,2,4-triazol-5-yl)-5,6-dihydrobenzo[f]imidazo[1,2-d][1,4]oxazepin-9-yl)azetidin-1-yl)acetamide). As a reaction SMILES: Cl.[NH:2]1[CH2:5][CH:4]([C:6]2[CH:27]=[CH:26][C:9]3[C:10]4[N:14]([CH2:15][CH2:16][O:17][C:8]=3[CH:7]=2)[CH:13]=[C:12]([C:18]2[N:19]([CH:23]([CH3:25])[CH3:24])[N:20]=[CH:21][N:22]=2)[N:11]=4)[CH2:3]1.Cl[CH2:29][C:30]([NH:32][CH:33]([CH3:35])[CH3:34])=[O:31].CO>O>[CH:33]([NH:32][C:30](=[O:31])[CH2:29][N:2]1[CH2:3][CH:4]([C:6]2[CH:27]=[CH:26][C:9]3[C:10]4[N:14]([CH:13]=[C:12]([C:18]5[N:19]([CH:23]([CH3:24])[CH3:25])[N:20]=[CH:21][N:22]=5)[N:11]=4)[CH2:15][CH2:16][O:17][C:8]=3[CH:7]=2)[CH2:5]1)([CH3:35])[CH3:34] |f:0.1|. Procedure details: Following the procedure for 143, 8-azetidin-3-yl-2-(2-isopropyl-2H-[1,2,4]triazol-3-yl)-4,5-dihydro-6-oxa-1,3a-diaza-benzo[e]azulene hydrochloride (Example 65) was reacted with 2-chloro-N-isopropyl acetamide. The crude product was subjected to reverse phase HPLC (Gemini C18 column gradient 0 to 70% MeOH in H2O+0.1% HCO2H) to give 200 as a white solid. 1H NMR δ (ppm) (CDCl3): 8.46 (1H, d, J=8.28 Hz), 7.85 (1H, s), 7.63 (1H, s), 7.05 (1H, dd, J=8.32, 1.82 Hz), 6.94-6.92 (1H, m), 6.00-5.90 (1H, m),...